From a dataset of the Open Reaction Database (ORD), a public repository of structured organic reaction records. describe an organic reaction: reactants, conditions, products, and yield The reactants are FC1=C(COC=2C=3N(C=CC2)C(=C(N3)C)C(=O)N[C@H](CCCC)C(=O)OC)C(=CC=C1)F (methyl N-({8-[(2,6-difluorobenzyl)oxy]-2-methylimidazo[1,2-a]pyridin-3-yl}carbonyl)-D-norleucinate), Cl (hydrochloric acid), Example 19, [OH-].[Li+] (lithium hydroxide). Run in C1CCOC1.CO (THF methanol). Reaction conditions: temperature 45 celsius, time 2 hour. Product: Cl.FC1=C(COC=2C=3N(C=CC2)C(=C(N3)C)C(=O)N[C@@H](CCCC)C(=O)O)C(=CC=C1)F (N-({8-[(2,6-Difluorobenzyl)oxy]-2-methylimidazo[1,2-a]pyridin-3-yl}carbonyl)norleucine hydrochloride). RXN SMILES: [F:1][C:2]1[CH:31]=[CH:30][CH:29]=[C:28]([F:32])[C:3]=1[CH2:4][O:5][C:6]1[C:7]2[N:8]([C:12]([C:16]([NH:18][C@@H:19]([C:24]([O:26]C)=[O:25])[CH2:20][CH2:21][CH2:22][CH3:23])=[O:17])=[C:13]([CH3:15])[N:14]=2)[CH:9]=[CH:10][CH:11]=1.[OH-].[Li+].[ClH:35]>C1COCC1.CO>[ClH:35].[F:1][C:2]1[CH:31]=[CH:30][CH:29]=[C:28]([F:32])[C:3]=1[CH2:4][O:5][C:6]1[C:7]2[N:8]([C:12]([C:16]([NH:18][C@H:19]([C:24]([OH:26])=[O:25])[CH2:20][CH2:21][CH2:22][CH3:23])=[O:17])=[C:13]([CH3:15])[N:14]=2)[CH:9]=[CH:10][CH:11]=1 |f:1.2,4.5,6.7|. Procedure: 890 mg of methyl N-({8-[(2,6-difluorobenzyl)oxy]-2-methylimidazo[1,2-a]pyridin-3-yl}carbonyl)-D-norleucinate Example 19 (2 mmol, 1 equivalent) were dissolved in 16 ml of THF/methanol (1:1), 10 ml of 1 N aqueous lithium hydroxide solution (10 mmol, 5 equivalents) were added and the mixture was stirred at 45° C. for 2 h. With ice cooling, the mixture was then adjusted to pH 5-6 using 6 N aqueous hydrochloric acid, and the organic solvent was removed under reduced pressure. A little water was added... The reactants are O=C([O-])[O-], CCOC(=O)Cn1ccc2ccc(O)cc21, CC#N, FC(F)(F)c1ccc(-c2cc(C(F)(F)F)c(CCl)cn2)cc1, [Cs+], [Cs+], [I-], [K+]. Yields the product CCOC(=O)Cn1ccc2ccc(OCc3cnc(-c4ccc(C(F)(F)F)cc4)cc3C(F)(F)F)cc21. Reaction SMILES: [C:39](=[O:40])([O-:41])[O-:42].[CH2:1]([CH3:2])[O:3][C:4]([CH2:5][n:6]1[cH:7][cH:8][c:9]2[cH:10][cH:11][c:12]([OH:15])[cH:13][c:14]12)=[O:16].[CH3:47][C:48]#[N:49].[Cl:17][CH2:18][c:19]1[c:20]([C:35]([F:36])([F:37])[F:38])[cH:21][c:22](-[c:25]2[cH:26][cH:27][c:28]([C:31]([F:32])([F:33])[F:34])[cH:29][cH:30]2)[n:23][cH:24]1.[Cs+:43].[Cs+:44].[I-:46].[K+:45]>>[CH2:1]([CH3:2])[O:3][C:4]([CH2:5][n:6]1[cH:7][cH:8][c:9]2[cH:10][cH:11][c:12]([O:15][CH2:18][c:19]3[c:20]([C:35]([F:36])([F:37])[F:38])[cH:21][c:22](-[c:25]4[cH:26][cH:27][c:28]([C:31]([F:32])([F:33])[F:34])[cH:29][cH:30]4)[n:23][cH:24]3)[cH:13][c:14]12)=[O:16]. The reactants are ClC1=CC=C2C=CC(=NC2=C1)C=CC=1C=C(C=CC1)[C@H](CCC1=C(C=CC=C1)C(C)(C)OC1OCCCC1)OS(=O)(=O)C (2-(2-(2-(3(S)-(3-(2-(7-chloro-2-quinolinyl)ethenyl)phenyl)-3-(methanesulfonyloxy)propyl)phenyl)-2-propoxy)tetrahydro pyran), C(C)(=O)SCC1(CC1)CC(=O)OC (Methyl 1-(acetylthiomethyl)cyclopropane acetate). The solvent is O1CC=CC=C1 (pyran), NN (hydrazine), C([O-])([O-])=O.[Cs+].[Cs+] (cesium carbonate), C(C)#N (acetonitrile). The product is methyl ester, CC(C)(C=1C=CC=CC1CC[C@H](C=2C=CC=C(C2)/C=C/C=3C=CC=4C=CC(=CC4N3)Cl)SCC5(CC5)CC(=O)O)O (Montelukast). As a reaction SMILES: [Cl:1][C:2]1[CH:11]=[C:10]2[C:5]([CH:6]=[CH:7][C:8]([CH:12]=[CH:13][C:14]3[CH:15]=[C:16]([C@@H:20](OS(C)(=O)=O)[CH2:21][CH2:22][C:23]4[CH:28]=[CH:27][CH:26]=[CH:25][C:24]=4[C:29]([O:32]C4CCCCO4)([CH3:31])[CH3:30])[CH:17]=[CH:18][CH:19]=3)=[N:9]2)=[CH:4][CH:3]=1.C([S:47][CH2:48][C:49]1([CH2:52][C:53]([O:55]C)=[O:54])[CH2:51][CH2:50]1)(=O)C>NN.C(=O)([O-])[O-].[Cs+].[Cs+].C(#N)C.O1C=CC=CC1>[CH3:31][C:29]([OH:32])([C:24]1[CH:25]=[CH:26][CH:27]=[CH:28][C:23]=1[CH2:22][CH2:21][C@@H:20]([S:47][CH2:48][C:49]1([CH2:52][C:53]([OH:55])=[O:54])[CH2:51][CH2:50]1)[C:16]1[CH:17]=[CH:18][CH:19]=[C:14](/[CH:13]=[CH:12]/[C:8]2[CH:7]=[CH:6][C:5]3[CH:4]=[CH:3][C:2]([Cl:1])=[CH:11][C:10]=3[N:9]=2)[CH:15]=1)[CH3:30] |f:3.4.5|. Procedure details: The process for the preparation comprises of reacting 2-(2-(2-(3(S)-(3-(2-(7-chloro-2-quinolinyl)ethenyl)phenyl)-3-(methanesulfonyloxy)propyl)phenyl)-2-propoxy)tetrahydro pyran with Methyl 1-(acetylthiomethyl)cyclopropane acetate in presence of hydrazine, cesium carbonate in acetonitrile as solvent to get methyl ester of Montelukast in pyran protected form. The protected compound is further reacted with pyridinium p-toluene sulfonate, sodium hydroxide in a mixture of methanol and tetrahydrofuran... Product: CN(C)c1ccc2nc(N)c(C#N)c(NCc3cccs3)c2c1. The reactants are CN(C)c1ccc2nc(N)c(C#N)c(Cl)c2c1, O, NCc1cccs1. As a reaction SMILES: [NH2:1][c:2]1[n:3][c:4]2[cH:5][cH:6][c:7]([N:15]([CH3:16])[CH3:17])[cH:8][c:9]2[c:10]([Cl:14])[c:11]1[C:12]#[N:13].[OH2:25].[s:18]1[c:19]([CH2:23][NH2:24])[cH:20][cH:21][cH:22]1>>[NH2:1][c:2]1[n:3][c:4]2[cH:5][cH:6][c:7]([N:15]([CH3:16])[CH3:17])[cH:8][c:9]2[c:10]([NH:24][CH2:23][c:19]2[s:18][cH:22][cH:21][cH:20]2)[c:11]1[C:12]#[N:13]. Reactants: CC([C@H](C(=O)N1CCC(CC1)N1C(CN(CC1)C)=O)NC(OCC1=CC=CC=C1)=O)(C)C (Benzyl(1R)-2,2-dimethyl-1-((4-(4-methyl-2-oxo-1-piperazinyl)-1-piperidinyl)carbonyl)propylcarbamate). Reagents/catalysts: [C].[Pd] (palladium carbon). Solvent: C(C)O (ethanol). Yields the product N[C@@H](C(=O)N1CCC(CC1)N1C(CN(CC1)C)=O)C(C)(C)C (1-(1-((2R)-2-amino-3,3-dimethylbutyroyl)-4-piperidinyl)-4-methylpiperazin-2-one). The yield is 95.5%. As a reaction SMILES: [CH3:1][C:2]([CH3:32])([CH3:31])[C@@H:3]([NH:20]C(=O)OCC1C=CC=CC=1)[C:4]([N:6]1[CH2:11][CH2:10][CH:9]([N:12]2[CH2:17][CH2:16][N:15]([CH3:18])[CH2:14][C:13]2=[O:19])[CH2:8][CH2:7]1)=[O:5]>C(O)C.[C].[Pd]>[NH2:20][C@H:3]([C:2]([CH3:32])([CH3:31])[CH3:1])[C:4]([N:6]1[CH2:11][CH2:10][CH:9]([N:12]2[CH2:17][CH2:16][N:15]([CH3:18])[CH2:14][C:13]2=[O:19])[CH2:8][CH2:7]1)=[O:5] |f:2.3|. Reported procedure: Benzyl(1R)-2,2-dimethyl-1-((4-(4-methyl-2-oxo-1-piperazinyl)-1-piperidinyl)carbonyl)propylcarbamate (0.18 g) obtained in Example 103c) was dissolved in ethanol (10 ml), 10% palladium carbon (50% water content; 20 mg) was added thereto, and mixed under hydrogen atmosphere at room temperature for 2 hours. The reaction mixture was filtered, and the filtrate was concentrated under reduced pressure to obtain the title compound as a colorless oil (0.12 g, 91%). The reactants are FC(C)(F)C1=NC2=C(N1CC1CCOCC1)C=CC(=C2)NC(C)=O (N-[2-(1,1-difluoroethyl)-1-(tetrahydro-2H-pyran-4-ylmethyl)-1H-benzimidazol-5-yl]acetamide), aqueous solution, [OH-].[Na+] (NaOH), CO (MeOH). Run in O (water). Run at temperature 70 celsius. Yields the product FC(C)(F)C1=NC2=C(N1CC1CCOCC1)C=CC(=C2)N (2-(1,1-Difluoroethyl)-1-(tetrahydro-2H-pyran-4-ylmethyl)-1H-benzimidazol-5-amine). As a reaction SMILES: [F:1][C:2]([C:5]1[N:9]([CH2:10][CH:11]2[CH2:16][CH2:15][O:14][CH2:13][CH2:12]2)[C:8]2[CH:17]=[CH:18][C:19]([NH:21]C(=O)C)=[CH:20][C:7]=2[N:6]=1)([F:4])[CH3:3].[OH-].[Na+].CO>O>[F:4][C:2]([C:5]1[N:9]([CH2:10][CH:11]2[CH2:12][CH2:13][O:14][CH2:15][CH2:16]2)[C:8]2[CH:17]=[CH:18][C:19]([NH2:21])=[CH:20][C:7]=2[N:6]=1)([F:1])[CH3:3] |f:1.2|. Reported procedure: A mixture of N-[2-(1,1-difluoroethyl)-1-(tetrahydro-2H-pyran-4-ylmethyl)-1H-benzimidazol-5-yl]acetamide (1.07 g, 3.17 mmol), 6 M aqueous solution of NaOH (5 mL) and MeOH (5 mL) was heated to 70° C. for 24 h. The reaction mixture was diluted with water (200 mL) and the product was extracted with EtOAc (4×100 mL). The combined organic layers were dried over anhydrous Na2SO4 and the solvent was concentrated to provide the title compound as white solid. Yield: 0.90 g (96%); MS (ESI) (M+H)+=296.2.